This data is from the Open Reaction Database (ORD), a public repository of structured organic reaction records. The task is: describe an organic reaction: reactants, conditions, products, and yield Reactants: C1(=CC=CC=C1)O (phenol), O(C1=CC=CC=C1)CCCCCCCCC(=O)O (9-phenoxy-nonanoic acid), Cl.Cl.C(C1=CC=CC=C1)OC(C[C@H](CN(C)C)N)=O ((R)-3-amino-4-dimethylamino-butyric acid benzyl ester dihydrochloride), BrCCCCCCCCCO (9-bromo-1-nonanol), O(C1=CC=CC=C1)CCCCCCCCCO (9-phenoxy-nonan-1-ol). The product is C(C1=CC=CC=C1)OC(C[C@H](CN(C)C)NC(CCCCCCCCOC1=CC=CC=C1)=O)=O ((R)-4-dimethylamino-3-[9-phenoxy-nonanoylamino]-butyric acid benzyl ester). Reaction SMILES: C1(O)C=CC=CC=1.BrCCCCCCCCCO.[O:19]([CH2:26][CH2:27][CH2:28][CH2:29][CH2:30][CH2:31][CH2:32][CH2:33][CH2:34][OH:35])[C:20]1[CH:25]=[CH:24][CH:23]=[CH:22][CH:21]=1.O(CCCCCCCCC(O)=O)C1C=CC=CC=1.Cl.Cl.[CH2:56]([O:63][C:64](=[O:72])[CH2:65][C@@H:66]([NH2:71])[CH2:67][N:68]([CH3:70])[CH3:69])[C:57]1[CH:62]=[CH:61][CH:60]=[CH:59][CH:58]=1>>[CH2:56]([O:63][C:64](=[O:72])[CH2:65][C@@H:66]([NH:71][C:34](=[O:35])[CH2:33][CH2:32][CH2:31][CH2:30][CH2:29][CH2:28][CH2:27][CH2:26][O:19][C:20]1[CH:25]=[CH:24][CH:23]=[CH:22][CH:21]=1)[CH2:67][N:68]([CH3:69])[CH3:70])[C:57]1[CH:62]=[CH:61][CH:60]=[CH:59][CH:58]=1 |f:4.5.6|. Procedure details: The title compound, m/e=379.4 ([M+H]+), was produced in analogy with example 18, steps 1 to 4. Thus, phenol was alkylated in step 1 with 9-bromo-1-nonanol, leading to 9-phenoxy-nonan-1-ol, which was oxidized in step 2 to 9-phenoxy-nonanoic acid. This was coupled in step 3 with (R)-3-amino-4-dimethylamino-butyric acid benzyl ester dihydrochloride to produce (R)-4-dimethylamino-3-[9-phenoxy-nonanoylamino]-butyric acid benzyl ester, which was hydrogenated in step 4. Reactants: solution, C(C)(C)(C)OC(=O)NCCC(=O)OC[C@H](COC1=CC=C(C=C1)C1=C(C(=NC(=C1C#N)SCC=1N=C(OC1)C1=CC=C(C=C1)Cl)N)C#N)OC(CCNC(=O)OC(C)(C)C)=O ((2S)-3-{4-[2-Amino-6-({[2-(4-chlorophenyl)-1,3-oxazol-4-yl]methyl}sulfanyl)-3,5-dicyanopyridin-4-yl]phenoxy}propane-1,2-diyl bis{3-[(tert-butoxycarbonyl)amino]propanoate}), Cl (hydrogen chloride). Solvent: C(C)OCC (diethyl ether), ClCCl (dichloromethane). Reaction conditions: time 1 hour. Product: Cl.Cl.NCCC(=O)OC[C@H](COC1=CC=C(C=C1)C1=C(C(=NC(=C1C#N)SCC=1N=C(OC1)C1=CC=C(C=C1)Cl)N)C#N)OC(CCN)=O ((2S)-3-{4-[2-Amino-6-({[2-(4-chlorophenyl)-1,3-oxazol-4-yl]methyl}sulfanyl)-3,5-dicyanopyridin-4-yl]phenoxy}propane-1,2-diyl bis(3-aminopropanoate)dihydrochloride). Reaction SMILES: C(OC([NH:8][CH2:9][CH2:10][C:11]([O:13][CH2:14][C@@H:15]([O:49][C:50](=[O:61])[CH2:51][CH2:52][NH:53]C(OC(C)(C)C)=O)[CH2:16][O:17][C:18]1[CH:23]=[CH:22][C:21]([C:24]2[C:29]([C:30]#[N:31])=[C:28]([S:32][CH2:33][C:34]3[N:35]=[C:36]([C:39]4[CH:44]=[CH:43][C:42]([Cl:45])=[CH:41][CH:40]=4)[O:37][CH:38]=3)[N:27]=[C:26]([NH2:46])[C:25]=2[C:47]#[N:48])=[CH:20][CH:19]=1)=[O:12])=O)(C)(C)C.[ClH:62]>ClCCl.C(OCC)C>[ClH:45].[ClH:62].[NH2:8][CH2:9][CH2:10][C:11]([O:13][CH2:14][C@@H:15]([O:49][C:50](=[O:61])[CH2:51][CH2:52][NH2:53])[CH2:16][O:17][C:18]1[CH:23]=[CH:22][C:21]([C:24]2[C:29]([C:30]#[N:31])=[C:28]([S:32][CH2:33][C:34]3[N:35]=[C:36]([C:39]4[CH:40]=[CH:41][C:42]([Cl:45])=[CH:43][CH:44]=4)[O:37][CH:38]=3)[N:27]=[C:26]([NH2:46])[C:25]=2[C:47]#[N:48])=[CH:20][CH:19]=1)=[O:12] |f:4.5.6|. Procedure details: An amount of 123 mg (0.140 mmol) of the compound from example 28A was introduced in 2 ml of dichloromethane and admixed with 1.4 ml (2.807 mmol) of a 2M solution of hydrogen chloride gas in diethyl ether. After 1 hour of stirring, the precipitated solid was isolated by filtration, washed with dichloromethane and diethyl ether and dried under reduced pressure. This gave 79 mg (75% of theory) of the target compound. Starting materials: N1=CC=CC=C1.O (pyridine water), N1=C(C=NC(=C1)C(=O)O)C(=O)O (pyrazine-2,5-dicarboxylic acid), N1=CC=NC=C1 (pyrazine), 83, N1C(CNC(C1)C(=O)O)C(=O)O (piperazine-2,5-dicarboxylic acid), piperazine-2,5-dicarboxylates, N1=CC=NC=C1 (pyrazine), pyrazine diester. Product: N1C(CNC(C1)C(=O)O)C(=O)O (piperazine-2,5-dicarboxylic acid), N1=C(C=NC(=C1)C(=O)O)C(=O)O (pyrazine-2,5-dicarboxylic acid), CC1=NC=C(N=C1)C (2,5-dimethylpyrazine). RXN SMILES: N1C=CN=CC=1.[NH:7]1[CH2:12][CH:11]([C:13]([OH:15])=[O:14])[NH:10][CH2:9][CH:8]1[C:16]([OH:18])=[O:17].[N:19]1[CH:24]=[C:23]([C:25]([OH:27])=[O:26])[N:22]=[CH:21][C:20]=1[C:28]([OH:30])=[O:29].N1C=CC=CC=1.O>>[NH:7]1[CH2:12][CH:11]([C:13]([OH:15])=[O:14])[NH:10][CH2:9][CH:8]1[C:16]([OH:18])=[O:17].[N:19]1[CH:24]=[C:23]([C:25]([OH:27])=[O:26])[N:22]=[CH:21][C:20]=1[C:28]([OH:30])=[O:29].[CH3:16][C:8]1[CH:9]=[N:10][C:11]([CH3:13])=[CH:12][N:7]=1 |f:3.4|. Reported procedure: An alternate pathway for the synthesis of piperazine-2,5-dicarboxylates 64-66 involved reduction of the corresponding pyrazine precursors. Preparation of piperazine-2,5-dicarboxylic acid 64 had been reported in Felder, Von E., Maffei, S., Peitra, S. and Pitre, D., Helv. Chim. Acta. 1960, 43, 888-896, from pyrazine diester 83. Hydrolsis of 83 followed by hydrogenation of the alkaline solution at room temperature was reported to afford trans-64, but no evidence for the geometric assignment was pro... The reactants are CO, Cc1c(N(C)C)cccc1[N+](=O)[O-], [H][H]. Yields the product Cc1c(N)cccc1N(C)C. RXN SMILES: [CH3:14][OH:15].[CH3:1][N:2]([c:3]1[c:4]([CH3:12])[c:5]([N+:9]([O-:10])=[O:11])[cH:6][cH:7][cH:8]1)[CH3:13].[H:16][H:17]>>[CH3:1][N:2]([c:3]1[c:4]([CH3:12])[c:5]([NH2:9])[cH:6][cH:7][cH:8]1)[CH3:13]. The reactants are O=C([O-])[O-], O=Cc1ccc(Cl)c([N+](=O)[O-])c1, [K+], [K+], Oc1ccc(OCc2ccccc2)cc1, c1ccncc1. The product is O=Cc1ccc(Oc2ccc(OCc3ccccc3)cc2)c([N+](=O)[O-])c1. Reaction SMILES: [C:28](=[O:29])([O-:30])[O-:31].[Cl:1][c:2]1[c:3]([N+:10](=[O:11])[O-:12])[cH:4][c:5]([CH:6]=[O:7])[cH:8][cH:9]1.[K+:32].[K+:33].[OH:13][c:14]1[cH:15][cH:16][c:17]([O:18][CH2:19][c:20]2[cH:21][cH:22][cH:23][cH:24][cH:25]2)[cH:26][cH:27]1.[cH:34]1[cH:35][cH:36][n:37][cH:38][cH:39]1>>[c:2]1([O:13][c:14]2[cH:15][cH:16][c:17]([O:18][CH2:19][c:20]3[cH:21][cH:22][cH:23][cH:24][cH:25]3)[cH:26][cH:27]2)[c:3]([N+:10](=[O:11])[O-:12])[cH:4][c:5]([CH:6]=[O:7])[cH:8][cH:9]1. Starting materials: C1(=CC=CC=C1)S(=O)(=O)CC1=NNC(=N1)C1=C(C=CC=C1)F (3-benzenesulfonylmethyl-5-(2-fluoro-phenyl)-1H-[1,2,4]triazole), ( E ), COC1=CC=C(C=N1)\C=C/C#N ((Z)-3-(6-methoxy-pyridin-3-yl)-acrylonitrile). Product: FC1=C(C=CC=C1)C1=NN2C(C=C(C=C2N)C=2C=NC(=CC2)OC)=N1 (2-(2-Fluoro-phenyl)-7-(6-methoxy-pyridin-3-yl)-[1,2,4]triazolo[1,5-a]pyridin-5-ylamine). RXN SMILES: C1(S([CH2:10][C:11]2[N:15]=[C:14]([C:16]3[CH:21]=[CH:20][CH:19]=[CH:18][C:17]=3[F:22])[NH:13][N:12]=2)(=O)=O)C=CC=CC=1.[CH3:23][O:24][C:25]1[N:30]=[CH:29][C:28](/[CH:31]=[CH:32]\[C:33]#[N:34])=[CH:27][CH:26]=1>>[F:22][C:17]1[CH:18]=[CH:19][CH:20]=[CH:21][C:16]=1[C:14]1[N:15]=[C:11]2[CH:10]=[C:31]([C:28]3[CH:29]=[N:30][C:25]([O:24][CH3:23])=[CH:26][CH:27]=3)[CH:32]=[C:33]([NH2:34])[N:12]2[N:13]=1. Procedure details: The title compound, MS m/e (%):336(M+H+,100), was prepared in accordance with the general method of example 1 from 3-benzenesulfonylmethyl-5-(2-fluoro-phenyl)-1H-[1,2,4]triazole and (E)/(Z)-3-(6-methoxy-pyridin-3-yl)-acrylonitrile. The reactants are NN1C(NC(C1)=O)=O (1-amino-2,4-dioxoimidazolidine), N(=C=O)C(C(=O)OCC)C1=CC=CC=C1 (α-isocyanatobenzeneacetic acid, ethyl ester). The solvent is O1CCOCC1 (dioxane). The product is O=C1N(CC(N1)=O)NC(=O)NC(C(=O)OCC)C1=CC=CC=C1 (α-[[[(2,4-dioxo-1-imidazolidinyl)amino]-carbonyl] amino]benzeneacetic acid, ethyl ester). As a reaction SMILES: [NH2:1][N:2]1[CH2:6][C:5](=[O:7])[NH:4][C:3]1=[O:8].[N:9]([CH:12]([C:18]1[CH:23]=[CH:22][CH:21]=[CH:20][CH:19]=1)[C:13]([O:15][CH2:16][CH3:17])=[O:14])=[C:10]=[O:11]>O1CCOCC1>[O:8]=[C:3]1[NH:4][C:5](=[O:7])[CH2:6][N:2]1[NH:1][C:10]([NH:9][CH:12]([C:18]1[CH:23]=[CH:22][CH:21]=[CH:20][CH:19]=1)[C:13]([O:15][CH2:16][CH3:17])=[O:14])=[O:11]. Procedure: 1.15 g. (0.01 mol.) of 1-amino-2,4-dioxoimidazolidine are dissolved in 50 ml. of dioxane while heating. The solution is permitted to cool to room temperature while stirring, wherein a portion of the 1-amino-2,4-dioxoimidazolidine crystallizes out. 2.05 g. (0.01 mol.) of α-isocyanatobenzeneacetic acid, ethyl ester are added and the reation mixture is stirred overnight at room temperature. On the next day the mixture is concentrated and the residue is triturated with ether. 3.0 g. of α-[[[(2,4-dio...